The task is: describe an organic reaction: reactants, conditions, products, and yield. This data is from the Open Reaction Database (ORD), a public repository of structured organic reaction records. The reactants are C[S-], CC(C)(C)OC(=O)NCCOCCOS(C)(=O)=O, CN(C)C=O, [Na+]. Product: CSCCOCCNC(=O)OC(C)(C)C. As a reaction SMILES: [CH3:19][S-:20].[CH3:1][S:2]([O:3][CH2:6][CH2:7][O:8][CH2:9][CH2:10][NH:11][C:12](=[O:13])[O:14][C:15]([CH3:16])([CH3:17])[CH3:18])(=[O:4])=[O:5].[CH3:22][N:23]([CH3:24])[CH:25]=[O:26].[Na+:21]>>[CH2:6]([CH2:7][O:8][CH2:9][CH2:10][NH:11][C:12](=[O:13])[O:14][C:15]([CH3:16])([CH3:17])[CH3:18])[S:20][CH3:19]. Starting materials: CCN(CC)CCOc1ccc([N+](=O)[O-])cc1, CO. Product: CCN(CC)CCOc1ccc(N)cc1. As a reaction SMILES: [CH2:1]([CH3:2])[N:3]([CH2:4][CH3:5])[CH2:6][CH2:7][O:8][c:9]1[cH:10][cH:11][c:12]([N+:15]([O-:16])=[O:17])[cH:13][cH:14]1.[CH3:18][OH:19]>>[CH2:1]([CH3:2])[N:3]([CH2:4][CH3:5])[CH2:6][CH2:7][O:8][c:9]1[cH:10][cH:11][c:12]([NH2:15])[cH:13][cH:14]1. Starting materials: [H-].[Na+] (sodium hydride), C1(=CC=CC=C1)C=1NC=CN1 (2-phenylimidazole), S(=O)(=O)(OC[C@H]1CN([C@@H]2CC3=CNC4=CC=CC([C@H]2C1)=C34)C)C3=CC=C(C)C=C3 (6-methylergolin-8β-ylmethyl tosylate), C (charcoal). Run in CN(C=O)C (dimethylformamide), ClCCl (dichloromethane). Run at time 30 minute. The product is CN1C[C@@H](C[C@@H]2C=3C=CC=C4NC=C(C[C@@H]12)C34)CN3C(=NC=C3)C3=CC=CC=C3 (1-(6-Methylergolin-8β-ylmethyl)-2-phenylimidazole). Yield: 30.7%. RXN SMILES: [H-].[Na+].[C:3]1([C:9]2[NH:10][CH:11]=[CH:12][N:13]=2)[CH:8]=[CH:7][CH:6]=[CH:5][CH:4]=1.S(C1C=CC(C)=CC=1)(O[CH2:18][C@@H:19]1[CH2:33][C@H:32]2[C@@H:22]([CH2:23][C:24]3[C:34]4[C:27](=[CH:28][CH:29]=[CH:30][C:31]2=4)[NH:26][CH:25]=3)[N:21]([CH3:35])[CH2:20]1)(=O)=O.C>ClCCl.CN(C)C=O>[CH3:35][N:21]1[C@H:22]2[C@@H:32]([C:31]3[CH:30]=[CH:29][CH:28]=[C:27]4[C:34]=3[C:24]([CH2:23]2)=[CH:25][NH:26]4)[CH2:33][C@@H:19]([CH2:18][N:13]2[CH:12]=[CH:11][N:10]=[C:9]2[C:3]2[CH:4]=[CH:5][CH:6]=[CH:7][CH:8]=2)[CH2:20]1 |f:0.1|. Reported procedure: 1.0 g of 50% sodium hydride in an oil was added in small portions to a mixture of 10.5 g of 2-phenylimidazole and 60 ml of dimethylformamide, and the resulting mixture was stirred for 30 minutes. 3.5 g of 6-methylergolin-8β-ylmethyl tosylate was added to the mixture which was then heated on a water bath for 2 hours. The solvent was distilled off under reduced pressure, and the residue was purified by silica gel column chromatography (eluted with acetone). The product thus obtained was treated wi... The reactants are C(C)(=O)NC1=C(NC2=CC(=CC=C12)Cl)C(C1=CC(=CC=C1)N)=O (3-acetylamino-2-(3-aminobenzoyl)-6-chloroindole), CS(=O)(=O)Cl (methanesulfonyl chloride). Run in C(C)(=O)OCC.CCCCCC (ethyl acetate hexane). Product: C(C)(=O)NC1=C(NC2=CC(=CC=C12)Cl)C(C1=CC(=CC=C1)NS(=O)(=O)C)=O (3-Acetylamino-6-chloro-2-(3-methanesulfonylaminobenzoyl)-indole). RXN SMILES: [C:1]([NH:4][C:5]1[C:13]2[C:8](=[CH:9][C:10]([Cl:14])=[CH:11][CH:12]=2)[NH:7][C:6]=1[C:15](=[O:23])[C:16]1[CH:21]=[CH:20][CH:19]=[C:18]([NH2:22])[CH:17]=1)(=[O:3])[CH3:2].[CH3:24][S:25](Cl)(=[O:27])=[O:26]>C(OCC)(=O)C.CCCCCC>[C:1]([NH:4][C:5]1[C:13]2[C:8](=[CH:9][C:10]([Cl:14])=[CH:11][CH:12]=2)[NH:7][C:6]=1[C:15](=[O:23])[C:16]1[CH:21]=[CH:20][CH:19]=[C:18]([NH:22][S:25]([CH3:24])(=[O:27])=[O:26])[CH:17]=1)(=[O:3])[CH3:2] |f:2.3|. Procedure: The title compound was prepared according to the procedure described in Example 19 employing 3-acetylamino-2-(3-aminobenzoyl)-6-chloroindole (Example 135) and methanesulfonyl chloride. m.p.: 133-142° C. (ethyl acetate/hexane) Starting materials: C[O-], Cc1c(CNC2CC2)ccnc1Cl, [Na+], C1COCCO1. Yields the product COc1nccc(CNC2CC2)c1C. As a reaction SMILES: [CH3:14][O-:15].[Cl:1][c:2]1[n:3][cH:4][cH:5][c:6]([CH2:9][NH:10][CH:11]2[CH2:12][CH2:13]2)[c:7]1[CH3:8].[Na+:16].[O:17]1[CH2:18][CH2:19][O:20][CH2:21][CH2:22]1>>[c:2]1([O:15][CH3:14])[n:3][cH:4][cH:5][c:6]([CH2:9][NH:10][CH:11]2[CH2:12][CH2:13]2)[c:7]1[CH3:8]. The reactants are CC1(C)Oc2cc(C=CC(=O)O)cnc2NC1=O, CNCc1c(C)oc2ccccc12. The product is Cc1oc2ccccc2c1CN(C)C(=O)C=Cc1cnc2c(c1)OC(C)(C)C(=O)N2. Reaction SMILES: [CH3:14][C:15]1([CH3:31])[C:16](=[O:30])[NH:17][c:18]2[c:19]([cH:21][c:22]([CH:25]=[CH:26][C:27](=[O:28])[OH:29])[cH:23][n:24]2)[O:20]1.[CH3:1][NH:2][CH2:3][c:4]1[c:5]([CH3:13])[o:6][c:7]2[c:8]1[cH:9][cH:10][cH:11][cH:12]2>>[CH3:1][N:2]([CH2:3][c:4]1[c:5]([CH3:13])[o:6][c:7]2[c:8]1[cH:9][cH:10][cH:11][cH:12]2)[C:27]([CH:26]=[CH:25][c:22]1[cH:21][c:19]2[c:18]([n:24][cH:23]1)[NH:17][C:16](=[O:30])[C:15]([CH3:14])([CH3:31])[O:20]2)=[O:29]. The reactants are CC(C)O, O=C(O)c1ccc(I)cc1, O=S(Cl)Cl. Yields the product CC(C)OC(=O)c1ccc(I)cc1. Reaction SMILES: [CH:15]([CH3:16])([CH3:17])[OH:18].[I:5][c:6]1[cH:7][cH:8][c:9]([C:10](=[O:11])[OH:12])[cH:13][cH:14]1.[S:1]([Cl:2])([Cl:3])=[O:4]>>[I:5][c:6]1[cH:7][cH:8][c:9]([C:10]([O:11][CH:15]([CH3:16])[CH3:17])=[O:12])[cH:13][cH:14]1. Isolated yield 66.6%. The product is C(C)(C)(C)OC(=O)C1=C(C=CC=C1)C1=CC=C(C=C1)CNC=C(C(=O)OCC)C(C=CCCCC)=O (Ethyl 2-[(2'-t-butoxycarbonylbiphenyl-4-yl)methylaminomethylene]-3-oxo-4-nonenate). Procedure details: A solution of ethyl 3-oxo-4-nonenate (1.00 g, 5.04 mmol) and N,N-dimethylformamide dimethyl acetal (0.94 ml, 7.08 mmol) in benzene (10 ml) was stirred at 70° C. for 1.5 hours under nitrogen stream. After cooling, a solution of 4-aminomethyl-2'-t-butoxycarbonylbiphenyl (2.86 g, ca. 10.1 mmol) in tetrahydrofuran (15 ml) was added to the reaction solution and the solution was stirred at room temperature for 2 hours and then concentrated to dryness. The resulting residue was purified by column chrom... Reactants: O=C(CC(=O)OCC)C=CCCCC (ethyl 3-oxo-4-nonenate), COC(N(C)C)OC (N,N-dimethylformamide dimethyl acetal), NCC1=CC=C(C=C1)C1=C(C=CC=C1)C(=O)OC(C)(C)C (4-aminomethyl-2'-t-butoxycarbonylbiphenyl). The solvent is C1=CC=CC=C1 (benzene), O1CCCC1 (tetrahydrofuran). Run at time 2 hour. Reaction SMILES: [O:1]=[C:2]([CH:9]=[CH:10][CH2:11][CH2:12][CH2:13][CH3:14])[CH2:3][C:4]([O:6][CH2:7][CH3:8])=[O:5].[CH3:15]OC(OC)N(C)C.[NH2:23][CH2:24][C:25]1[CH:30]=[CH:29][C:28]([C:31]2[CH:36]=[CH:35][CH:34]=[CH:33][C:32]=2[C:37]([O:39][C:40]([CH3:43])([CH3:42])[CH3:41])=[O:38])=[CH:27][CH:26]=1>C1C=CC=CC=1.O1CCCC1>[C:40]([O:39][C:37]([C:32]1[CH:33]=[CH:34][CH:35]=[CH:36][C:31]=1[C:28]1[CH:29]=[CH:30][C:25]([CH2:24][NH:23][CH:15]=[C:3]([C:2](=[O:1])[CH:9]=[CH:10][CH2:11][CH2:12][CH2:13][CH3:14])[C:4]([O:6][CH2:7][CH3:8])=[O:5])=[CH:26][CH:27]=1)=[O:38])([CH3:43])([CH3:42])[CH3:41]. The reactants are bis-[γ-(trialkoxysilyl)-propyl]-disulfides, NC(=S)N (thiourea), ClCCC[Si](OCC)(OCC)OCC (γ-chloropropyl-triethoxy silane), N (ammonia), Bis-[γ-(Trialkoxysilyl)-Propyl]-Disulfides, disulfide, [I-].[Na+] (sodium iodide). The solvent is alcohol. The product is SCCC[Si](OCC)(OCC)OCC (γ-mercaptopropyl-triethoxy silane). RXN SMILES: Cl[CH2:2][CH2:3][CH2:4][Si:5]([O:12][CH2:13][CH3:14])([O:9][CH2:10][CH3:11])[O:6][CH2:7][CH3:8].NC(N)=[S:17].[I-].[Na+].N>>[SH:17][CH2:2][CH2:3][CH2:4][Si:5]([O:12][CH2:13][CH3:14])([O:9][CH2:10][CH3:11])[O:6][CH2:7][CH3:8] |f:2.3|. Procedure details: A suitable method for the preparation of bis-[γ-(trialkoxysilyl)-propyl]-disulfides is disclosed in copending application Ser. No. 529,203 filed Dec. 3, 1974 entitled "Bis-[γ-(Trialkoxysilyl)-Propyl]-Disulfides of High Purity", the disclosure of which is hereby incorporated specifically herein by reference. According to the process therein disclosed such a disulfide can be prepared by reacting a γ-chloropropyl-triethoxy silane with thiourea and sodium iodide in alcohol for 24 hours at ebullition...